Dataset: the Open Reaction Database (ORD), a public repository of structured organic reaction records. Task: describe an organic reaction: reactants, conditions, products, and yield Reactants: C1(=CC=CC2=CC=CC=C12)[C@H](C)NC(=CC(=O)O[C@H](C=C(C)C)C(Cl)(Cl)Cl)C ((R)-3-methyl-1-trichloromethylbut-2-en-1-yl (S)-3-[N-(1-(1-naphthyl)ethyl)amino]but-2-enoate), Cl (hydrochloric acid), O1CCCC1 (tetrahydrofuran). Conditions: time 62 hour. Product: C(CC(=O)C)(=O)O[C@H](C=C(C)C)C(Cl)(Cl)Cl ((R)-1-trichloromethyl-3-methyl-2-butenyl acetoacetate). The yield is 85.0%. RXN SMILES: C1([C@@H](N[C:14]([CH3:28])=[CH:15][C:16]([O:18][C@@H:19]([C:24]([Cl:27])([Cl:26])[Cl:25])[CH:20]=[C:21]([CH3:23])[CH3:22])=[O:17])C)C2C(=CC=CC=2)C=CC=1.Cl.[O:30]1CCCC1>>[C:16]([O:18][C@@H:19]([C:24]([Cl:27])([Cl:26])[Cl:25])[CH:20]=[C:21]([CH3:23])[CH3:22])(=[O:17])[CH2:15][C:14]([CH3:28])=[O:30]. Reported procedure: To a solution of (R)-3-methyl-1-trichloromethylbut-2-en-1-yl (S)-3-[N-(1-(1-naphthyl)ethyl)amino]but-2-enoate (10 g, 0.023 mole) in tetrahydrofuran (200 ml) at room temperature was added, in one portion, 0.5 N aqueous hydrochloric acid (250 ml, 0.125 mole). Upon addition of the acid, a white precipitate formed immediately, then slowly disappeared. The mixture was stirred at room temperature for a total of 62 hours and then extracted three times with 200 ml of hexane, after which the combined org... Starting materials: CNC(=O)c1ccc(-c2cc(OC)c(Nc3ncc(Cl)c(Nc4ccccc4C(N)=O)n3)cc2C(=O)OC)cc1, C1CCNC1. Yields the product CNC(=O)c1ccc(-c2cc(OC)c(Nc3ncc(Cl)c(Nc4ccccc4C(N)=O)n3)cc2C(=O)N2CCCC2)cc1. RXN SMILES: [C:1]([NH2:2])(=[O:3])[c:4]1[c:5]([NH:10][c:11]2[n:12][c:13]([NH:18][c:19]3[cH:20][c:21]([C:37]([O:39][CH3:38])=[O:40])[c:22](-[c:27]4[cH:28][cH:29][c:30]([C:33]([NH:34][CH3:35])=[O:36])[cH:31][cH:32]4)[cH:23][c:24]3[O:25][CH3:26])[n:14][cH:15][c:16]2[Cl:17])[cH:6][cH:7][cH:8][cH:9]1.[CH2:41]1[CH2:42][CH2:43][NH:44][CH2:45]1>>[C:1]([NH2:2])(=[O:3])[c:4]1[c:5]([NH:10][c:11]2[n:12][c:13]([NH:18][c:19]3[cH:20][c:21]([C:37](=[O:39])[N:44]4[CH2:43][CH2:42][CH2:41][CH2:45]4)[c:22](-[c:27]4[cH:28][cH:29][c:30]([C:33]([NH:34][CH3:35])=[O:36])[cH:31][cH:32]4)[cH:23][c:24]3[O:25][CH3:26])[n:14][cH:15][c:16]2[Cl:17])[cH:6][cH:7][cH:8][cH:9]1. Run in ClCCl (dichloromethane), ClCCl (dichloromethane), Cl (hydrochloric acid). Reaction SMILES: [C:1]([Si:5](Cl)([CH3:7])[CH3:6])([CH3:4])([CH3:3])[CH3:2].[Br:9][C:10]1[CH:15]=[CH:14][C:13](/[CH:16]=[CH:17]/[CH2:18][OH:19])=[CH:12][CH:11]=1.N1C=CN=C1>ClCCl.Cl>[Br:9][C:10]1[CH:11]=[CH:12][C:13](/[CH:16]=[CH:17]/[CH2:18][O:19][Si:5]([C:1]([CH3:4])([CH3:3])[CH3:2])([CH3:7])[CH3:6])=[CH:14][CH:15]=1. The reactants are C(C)(C)(C)[Si](C)(C)Cl (tert-Butyl chlorodimethylsilane), BrC1=CC=C(C=C1)/C=C/CO ((E)-3-(4-bromo-phenyl)-prop-2-en-1-ol), N1C=NC=C1 (imidazole). Product: BrC1=CC=C(C=C1)/C=C/CO[Si](C)(C)C(C)(C)C ((E)-[3-(4-bromo-phenyl)-allyloxy]-tert-butyldimethylsilane). Reported procedure: tert-Butyl chlorodimethylsilane (1.33 g, 19.5 mmol) was added to a stirred solution of (E)-3-(4-bromo-phenyl)-prop-2-en-1-ol (3.20 g, 15.0 mmol), and imidazole (2.72 g, 18.0 mmol) in dry dichloromethane (75 ml) and the resulting mixture stirred at room temperature for 18 h, a colourless precipitate being formed. The mixture was diluted with dichloromethane (100 ml) and 1N hydrochloric acid (100 ml). The aqueous layer was separated, further extracted with dichloromethane (2×100ml) and the combine... Yield: 89.4%. Reaction conditions: time 18 hour. Starting materials: OC1CC2CNc3ccccc3N2C1, Cc1ccc(-c2ccccc2C(=O)Nc2ccc(C(=O)O)cc2)cc1. The product is Cc1ccc(-c2ccccc2C(=O)Nc2ccc(C(=O)N3CC4CC(O)CN4c4ccccc43)cc2)cc1. RXN SMILES: [OH:1][CH:2]1[CH2:3][CH:4]2[N:5]([c:6]3[cH:7][cH:8][cH:9][cH:10][c:11]3[NH:12][CH2:13]2)[CH2:14]1.[c:15]1([CH3:39])[cH:16][cH:17][c:18](-[c:21]2[c:22]([C:23](=[O:24])[NH:25][c:26]3[cH:27][cH:28][c:29]([C:30](=[O:31])[OH:32])[cH:33][cH:34]3)[cH:35][cH:36][cH:37][cH:38]2)[cH:19][cH:20]1>>[OH:1][CH:2]1[CH2:3][CH:4]2[N:5]([c:6]3[cH:7][cH:8][cH:9][cH:10][c:11]3[N:12]([C:30]([c:29]3[cH:28][cH:27][c:26]([NH:25][C:23]([c:22]4[c:21](-[c:18]5[cH:17][cH:16][c:15]([CH3:39])[cH:20][cH:19]5)[cH:38][cH:37][cH:36][cH:35]4)=[O:24])[cH:34][cH:33]3)=[O:31])[CH2:13]2)[CH2:14]1.